The task is: describe an organic reaction: reactants, conditions, products, and yield. This data is from the Open Reaction Database (ORD), a public repository of structured organic reaction records. The reactants are CC(=NOCCOc1ccc(C(=O)O)c(O)c1)c1ccccc1, O=C(Cl)c1ccc(-c2ccccc2)cc1. Yields the product CC(=NOCCOc1ccc(C(=O)O)c(OC(=O)c2ccc(-c3ccccc3)cc2)c1)c1ccccc1. RXN SMILES: [OH:1][c:2]1[c:3]([C:4](=[O:5])[OH:6])[cH:7][cH:8][c:9]([O:11][CH2:12][CH2:13][O:14][N:15]=[C:16]([CH3:17])[c:18]2[cH:19][cH:20][cH:21][cH:22][cH:23]2)[cH:10]1.[c:24]1(-[c:33]2[cH:34][cH:35][cH:36][cH:37][cH:38]2)[cH:25][cH:26][c:27]([C:30](=[O:31])[Cl:32])[cH:28][cH:29]1>>[O:1]([c:2]1[c:3]([C:4](=[O:5])[OH:6])[cH:7][cH:8][c:9]([O:11][CH2:12][CH2:13][O:14][N:15]=[C:16]([CH3:17])[c:18]2[cH:19][cH:20][cH:21][cH:22][cH:23]2)[cH:10]1)[C:30]([c:27]1[cH:26][cH:25][c:24](-[c:33]2[cH:34][cH:35][cH:36][cH:37][cH:38]2)[cH:29][cH:28]1)=[O:31]. Reactants: ClC1=NC=C(C=N1)OCC1CC1 (2-chloro-5-(cyclopropylmethoxy)pyrimidine), O1C=NC=2C=NC(=CC21)OC[C@H](C)NC(OC(C)(C)C)=O (tert-butyl ((2S)-1-([1,3]oxazolo[4,5-c]pyridin-6-yloxy)propan-2-yl)carbamate). The product is C1(CC1)COC=1C=NC(=NC1)C=1OC2=C(C=NC(=C2)OC[C@H](C)NC(OC(C)(C)C)=O)N1 (tert-butyl ((2S)-1-((2-(5-(cyclopropylmethoxy)pyrimidin-2-yl)[1,3]oxazolo[4,5-c]pyridin-6-yl)oxy)propan-2-yl)carbamate). As a reaction SMILES: Cl[C:2]1[N:7]=[CH:6][C:5]([O:8][CH2:9][CH:10]2[CH2:12][CH2:11]2)=[CH:4][N:3]=1.[O:13]1[C:21]2[CH:20]=[C:19]([O:22][CH2:23][C@@H:24]([NH:26][C:27](=[O:33])[O:28][C:29]([CH3:32])([CH3:31])[CH3:30])[CH3:25])[N:18]=[CH:17][C:16]=2[N:15]=[CH:14]1>>[CH:10]1([CH2:9][O:8][C:5]2[CH:4]=[N:3][C:2]([C:14]3[O:13][C:21]4[CH:20]=[C:19]([O:22][CH2:23][C@@H:24]([NH:26][C:27](=[O:33])[O:28][C:29]([CH3:31])([CH3:30])[CH3:32])[CH3:25])[N:18]=[CH:17][C:16]=4[N:15]=3)=[N:7][CH:6]=2)[CH2:12][CH2:11]1. Procedure details: Using 2-chloro-5-(cyclopropylmethoxy)pyrimidine and tert-butyl ((2S)-1-([1,3]oxazolo[4,5-c]pyridin-6-yloxy)propan-2-yl)carbamate, and in the same manner as in Step B of Example 22, the title compound was obtained. Starting materials: Cc1cc(Br)cc2c1C(=O)N(Cc1ccc(Cl)cc1)C2, C#CCN1CCN(C)CC1, CC(C)NC(C)C, [Cu]I, Cl[Pd]Cl, c1ccc(P(c2ccccc2)c2ccccc2)cc1, c1ccc(P(c2ccccc2)c2ccccc2)cc1. The product is Cc1cc(C#CCN2CCN(C)CC2)cc2c1C(=O)N(Cc1ccc(Cl)cc1)C2. Reaction SMILES: [Br:11][c:12]1[cH:13][c:14]2[c:18]([c:19]([CH3:21])[cH:20]1)[C:17](=[O:22])[N:16]([CH2:23][c:24]1[cH:25][cH:26][c:27]([Cl:30])[cH:28][cH:29]1)[CH2:15]2.[CH3:1][N:2]1[CH2:3][CH2:4][N:5]([CH2:8][C:9]#[CH:10])[CH2:6][CH2:7]1.[CH:31]([NH:32][CH:33]([CH3:34])[CH3:35])([CH3:36])[CH3:37].[Cu:79][I:80].[Pd:38]([Cl:39])[Cl:40].[c:41]1([P:42]([c:43]2[cH:44][cH:45][cH:46][cH:47][cH:48]2)[c:49]2[cH:50][cH:51][cH:52][cH:53][cH:54]2)[cH:55][cH:56][cH:57][cH:58][cH:59]1.[c:60]1([P:61]([c:62]2[cH:63][cH:64][cH:65][cH:66][cH:67]2)[c:68]2[cH:69][cH:70][cH:71][cH:72][cH:73]2)[cH:74][cH:75][cH:76][cH:77][cH:78]1>>[CH3:1][N:2]1[CH2:3][CH2:4][N:5]([CH2:8][C:9]#[C:10][c:12]2[cH:13][c:14]3[c:18]([c:19]([CH3:21])[cH:20]2)[C:17](=[O:22])[N:16]([CH2:23][c:24]2[cH:25][cH:26][c:27]([Cl:30])[cH:28][cH:29]2)[CH2:15]3)[CH2:6][CH2:7]1. Reactants: CC(C(=O)NC1=NC(=CC=C1)C)(C)C (2,2-dimethyl-N-(6-methyl-2-pyridinyl)propaneamide), BrN1C(CCC1=O)=O (N-bromosuccinimide). Reagents/catalysts: CC(C)(C#N)N=NC(C)(C)C#N (AIBN). Run in C(Cl)(Cl)(Cl)Cl (carbon tetrachloride). Run at time 20 hour. Product: BrCC1=CC=CC(=N1)NC(C(C)(C)C)=O (N-[6-(bromomethyl)-2-pyridinyl]-2,2-dimethylpropaneamide). The yield is 4.3%. Reaction SMILES: [CH3:1][C:2]([CH3:14])([CH3:13])[C:3]([NH:5][C:6]1[CH:11]=[CH:10][CH:9]=[C:8]([CH3:12])[N:7]=1)=[O:4].[Br:15]N1C(=O)CCC1=O>CC(N=NC(C#N)(C)C)(C#N)C.C(Cl)(Cl)(Cl)Cl>[Br:15][CH2:12][C:8]1[N:7]=[C:6]([NH:5][C:3](=[O:4])[C:2]([CH3:14])([CH3:13])[CH3:1])[CH:11]=[CH:10][CH:9]=1. Procedure details: 2,2 ethyl-N-(6-methyl-2-pyridinyl)propaneamide (21-1) (32 g) and N-bromosuccinimide (29.6 g) were added to carbon tetrachloride (300 ml) and to the mixture was added AIBN (15 mg), followed by reluxing for 20 hours under light emitted by 500 W lamp. The resulting mixture was cooled to room temperature, filtered, and concentrated under reduced pressure. The residue was purified by column-chromatography (hexane/ethyl acetate=10/1) to yield the compound 21-2 (1.94 g, 5%) as a pure white solid. Reactants: α-aminoalkylphenols, CC(C)(C1=CC=C(C=C1)O)NO (N-[1-methyl-1-(4-hydroxyphenyl)ethyl]hydroxylamine), NC(C)(C)C1=C(C=CC=C1)O (2-amino-2-(2-hydroxyphenyl)-propane), CC(=C)C1=CC=C(C=C1)O (1-(1-methylethenyl)-4-hydroxybenzene), amine, CN(N)C(C)C1=CC=C(C=C1)O (1-methyl-1-(4-hydroxyphenyl)ethylhydrazine), bis(α-aminoalkylphenol)s, CC(C)(C1=CC=C(C=C1)O)NNC(C)(C)C1=CC=C(C=C1)O (N,N'-bis[1-methyl-1-(4-hydroxyphenyl)ethyl]hydrazine), OCCNC(C)(C)C1=CC=C(C=C1)O (2-(2-hydroxyethylamino)-2-(4-hydroxyphenyl)propane), NC(C)(C)C1=CC=C(C=C1)O (2-amino-2-(4-hydroxyphenyl)-propane), NC(C)C1=C(C=CC=C1)O (1-amino-1-(2-hydroxyphenyl)ethane), 1,2-aminoethane, polyamines, 1,2-aminoethane, NC(C)C1=CC=C(C=C1)O (1-amino-1-(4-hydroxyphenyl)ethane), C(CCC)NC(C)(C)C1=CC=C(C=C1)O (2-(butylamino)-2-(4-hydroxyphenyl)propane). The product is CC(C)(C1=CC=C(C=C1)O)NCCNC(C)(C)C1=CC=C(C=C1)O (1,2-bis[1-methyl-1-(4-hydroxyphenyl)ethylamino]ethane). RXN SMILES: [NH2:1][C:2]([C:5]1[CH:10]=[CH:9][C:8]([OH:11])=[CH:7][CH:6]=1)([CH3:4])[CH3:3].[NH2:12][CH:13]([C:15]1[CH:20]=[CH:19][C:18]([OH:21])=[CH:17][CH:16]=1)[CH3:14].N[CH:23](C1C=CC=CC=1O)[CH3:24].N[C:33](C1C=CC=CC=1O)(C)C.C(NC(C1C=CC(O)=CC=1)(C)C)CCC.OCCNC(C1C=CC(O)=CC=1)(C)C.CN(C(C1C=CC(O)=CC=1)C)N.CC(NNC(C1C=CC(O)=CC=1)(C)C)(C1C=CC(O)=CC=1)C.CC(NO)(C1C=CC(O)=CC=1)C.CC(C1C=CC(O)=CC=1)=C>>[CH3:3][C:2]([NH:1][CH2:23][CH2:24][NH:12][C:13]([C:15]1[CH:20]=[CH:19][C:18]([OH:21])=[CH:17][CH:16]=1)([CH3:33])[CH3:14])([C:5]1[CH:6]=[CH:7][C:8]([OH:11])=[CH:9][CH:10]=1)[CH3:4]. Procedure details: Novel α-aminoalkylphenols are produced by the process described hereinabove. Examples of typical α-aminoalkylphenols include 2-amino-2-(4-hydroxyphenyl)-propane, 1-amino-1-(4-hydroxyphenyl)ethane, 1-amino-1-(2-hydroxyphenyl)ethane, 2-amino-2-(2-hydroxyphenyl)-propane, 2-(butylamino)-2-(4-hydroxyphenyl)propane, 2-(2-hydroxyethylamino)-2-(4-hydroxyphenyl)propane, 1-methyl-1-(4-hydroxyphenyl)ethylhydrazine, N,N'-bis[1-methyl-1-(4-hydroxyphenyl)ethyl]hydrazine, and N-[1-methyl-1-(4-hydroxyphenyl)eth... The reactants are Cl.CN(CCCN=C=NCC)C (1-[3-(dimethylamino)propyl]-3-ethylcarbodiimide hydrochloride), C(C)(C)(C)OC(=O)N1CCC(CC1)C1=NSC(=N1)NC1=NC=C(C(=C1)OC=1C(=NC=C(C(=O)OCC)C1C)C)Br (ethyl 5-(2-(3-(1-(tert-butoxycarbonyl)piperidin-4-yl)-1,2,4-thiadiazol-5-ylamino)-5-bromopyridin-4-yloxy)-4,6-dimethylnicotinate), C=1C=CC2=C(C1)N=NN2O (HOBT), [OH-].[Na+] (NaOH), CN(CCN)C (N1,N1-dimethylethane-1,2-diamine). The solvent is CCO (EtOH), O (water), O (H2O), CN(C)C=O (DMF). Run at temperature 60 celsius, time 3 hour. The product is CN(CCNC(=O)C=1C(=C(C(=NC1)C)OC1=CC(=NC=C1Br)NC1=NC(=NS1)C1CCN(CC1)C(=O)OC(C)(C)C)C)C (tert-Butyl 4-(5-(4-(5((2-(dimethylamino)ethyl)carbamoyl)-2,4-dimethylpyridin-3-yloxy)-5-bromopyridin-2-ylamino)-1,2,4-thiadiazol-3-yl)piperidine-1-carboxylate). Yield: 56.2%. RXN SMILES: [C:1]([O:5][C:6]([N:8]1[CH2:13][CH2:12][CH:11]([C:14]2[N:18]=[C:17]([NH:19][C:20]3[CH:25]=[C:24]([O:26][C:27]4[C:28]([CH3:39])=[N:29][CH:30]=[C:31]([C:37]=4[CH3:38])[C:32](OCC)=[O:33])[C:23]([Br:40])=[CH:22][N:21]=3)[S:16][N:15]=2)[CH2:10][CH2:9]1)=[O:7])([CH3:4])([CH3:3])[CH3:2].[OH-].[Na+].[CH3:43][N:44]([CH3:48])[CH2:45][CH2:46][NH2:47].Cl.CN(C)CCCN=C=NCC.C1C=CC2N(O)N=NC=2C=1>CCO.CN(C=O)C.O>[CH3:43][N:44]([CH3:48])[CH2:45][CH2:46][NH:47][C:32]([C:31]1[C:37]([CH3:38])=[C:27]([O:26][C:24]2[C:23]([Br:40])=[CH:22][N:21]=[C:20]([NH:19][C:17]3[S:16][N:15]=[C:14]([CH:11]4[CH2:10][CH2:9][N:8]([C:6]([O:5][C:1]([CH3:4])([CH3:2])[CH3:3])=[O:7])[CH2:13][CH2:12]4)[N:18]=3)[CH:25]=2)[C:28]([CH3:39])=[N:29][CH:30]=1)=[O:33] |f:1.2,4.5|. Reported procedure: Ethyl 5-(2-(3-(1-(tert-butoxycarbonyl)piperidin-4-yl)-1,2,4-thiadiazol-5-ylamino)-5-bromopyridin-4-yloxy)-4,6-dimethylnicotinate (prepared according to Example 7; 0.50 g, 0.79 mmol) was dissolved in EtOH (10 mL). NaOH (1N in H2O, 2.0 ml, 2.0 mmol) was added. The reaction stirred at 60° C. for 3 hours. The solution was cooled and concentrated to give the hydrolyzed product as a yellow salt. This residue was re-dissolved in DMF (2 mL). N1,N1-dimethylethane-1,2-diamine (0.31 mL, 2.8 mmol), 1-[3-(di... Starting materials: BrC=1C(=NC(=CC1N(C1CCOCC1)C)Cl)C(=O)OC (methyl 3-bromo-6-chloro-4-[methyl(oxan-4-yl)amino]pyridine-2-carboxylate), [OH-].[Na+] (NaOH). The solvent is C1CCOC1 (THF), C1CCOC1 (THF). Yields the product BrC=1C(=NC(=CC1N(C1CCOCC1)C)Cl)C(=O)O (3-bromo-6-chloro-4-[methyl(oxan-4-yl)amino]pyridine-2-carboxylic acid). The yield is 73.6%. As a reaction SMILES: [Br:1][C:2]1[C:3]([C:17]([O:19]C)=[O:18])=[N:4][C:5]([Cl:16])=[CH:6][C:7]=1[N:8]([CH3:15])[CH:9]1[CH2:14][CH2:13][O:12][CH2:11][CH2:10]1.[OH-].[Na+]>C1COCC1>[Br:1][C:2]1[C:3]([C:17]([OH:19])=[O:18])=[N:4][C:5]([Cl:16])=[CH:6][C:7]=1[N:8]([CH3:15])[CH:9]1[CH2:10][CH2:11][O:12][CH2:13][CH2:14]1 |f:1.2|. Procedure: To a stirred solution of methyl 3-bromo-6-chloro-4-[methyl(oxan-4-yl)amino]pyridine-2-carboxylate (102 mg, 0.28 mmol) in THF (2 ml) was added 2M aqueous NaOH (0.70 ml, 1.40 mmol) and the reaction mixture was left to stir at room temperature for 18 h after which time the THF was evaporated in vacuo. The aqueous phase was then treated with an aqueous 10% citric acid solution to 5-6 and then extracted with EtOAc (3×50 ml) followed by a solution of 1:1 IPA/CHCl3 (2×50 ml), the combined organic phase...